The task is: describe an organic reaction: reactants, conditions, products, and yield. This data is from the Open Reaction Database (ORD), a public repository of structured organic reaction records. Starting materials: BrC=1C=CC2=C(C3=NC(=CN3CCO2)C(=O)O)C1 (9-Bromo-4,5-dihydro-6-oxa-1,3a-diaza-benzo[e]azulene-2-carboxylic acid), C(=O)(C(=O)Cl)Cl ((COCl)2), CN(C=O)C (N,N-dimethylformamide). Run in C(C)#N (ACN), C(Cl)Cl (DCM). Reported procedure: Into a 10000-mL 4-necked round-bottom flask purged and maintained with an inert atmosphere of nitrogen was placed a solution of 9-Bromo-4,5-dihydro-6-oxa-1,3a-diaza-benzo[e]azulene-2-carboxylic acid (450 g, 1.46 mol, 1.00 equiv) in ACN (4500 mL), followed by the addition of (COCl)2 (450 mL) dropwise with stirring at 0° C. over 45 min. To this was added N,N-dimethylformamide (5 mL). The resulting solution was stirred at room temperature for 7 h, diluted with 2000 mL of DCM and concentrated under ... As a reaction SMILES: [Br:1][C:2]1[CH:3]=[CH:4][C:5]2[O:14][CH2:13][CH2:12][N:11]3[C:7](=[N:8][C:9]([C:15](O)=[O:16])=[CH:10]3)[C:6]=2[CH:18]=1.C(Cl)(C([Cl:23])=O)=O.CN(C)C=O>C(#N)C.C(Cl)Cl>[Br:1][C:2]1[CH:3]=[CH:4][C:5]2[O:14][CH2:13][CH2:12][N:11]3[C:7](=[N:8][C:9]([C:15]([Cl:23])=[O:16])=[CH:10]3)[C:6]=2[CH:18]=1. Run at temperature 0 celsius, time 45 minute. Product: BrC=1C=CC2=C(C3=NC(=CN3CCO2)C(=O)Cl)C1 (9-Bromo-4,5-dihydro-6-oxa-1,3a-diaza-benzo[e]azulene-2-carbonyl chloride). The yield is 94.0%.